Dataset: the Open Reaction Database (ORD), a public repository of structured organic reaction records. Task: describe an organic reaction: reactants, conditions, products, and yield Reactants: c1ccc2c(c1)OCCOCCOc1ccccc1OCCOCCO2, CC#N, ClCCCCc1cccc2cncn12, N#C[K]. Product: N#CCCCCc1cccc2cncn12. Reaction SMILES: [CH2:18]1[O:19][CH2:20][CH2:21][O:22][c:23]2[c:24]([cH:25][cH:26][cH:27][cH:28]2)[O:29][CH2:30][CH2:31][O:32][CH2:33][CH2:34][O:35][c:36]2[c:37]([cH:38][cH:39][cH:40][cH:41]2)[O:42][CH2:43]1.[CH3:44][C:45]#[N:46].[Cl:1][CH2:2][CH2:3][CH2:4][CH2:5][c:6]1[cH:7][cH:8][cH:9][c:10]2[n:11]1[cH:12][n:13][cH:14]2.[K:15][C:16]#[N:17]>>[CH2:2]([CH2:3][CH2:4][CH2:5][c:6]1[cH:7][cH:8][cH:9][c:10]2[n:11]1[cH:12][n:13][cH:14]2)[C:16]#[N:17]. Reactants: ClC1=C(C(=O)N(C)OC)C=CC(=N1)C(F)(F)F (2-chloro-N-methoxy-N-methyl-6-trifluoromethyl-nicotinamide), C(C)NCC (diethylamine), C(=O)([O-])[O-].[K+].[K+] (K2CO3). Solvent: CCOC(=O)C (EtOAc), CN(C)C=O (DMF). Conditions: temperature 110 celsius, time 4 hour. Yields the product C(C)N(C1=C(C(=O)N(C)OC)C=CC(=N1)C(F)(F)F)CC (2-diethylamino-N-methoxy-N-methyl-6-trifluoromethyl-nicotinamide). The yield is 88.0%. RXN SMILES: Cl[C:2]1[N:13]=[C:12]([C:14]([F:17])([F:16])[F:15])[CH:11]=[CH:10][C:3]=1[C:4]([N:6]([O:8][CH3:9])[CH3:7])=[O:5].[CH2:18]([NH:20][CH2:21][CH3:22])[CH3:19].C([O-])([O-])=O.[K+].[K+]>CN(C=O)C.CCOC(C)=O>[CH2:18]([N:20]([CH2:21][CH3:22])[C:2]1[N:13]=[C:12]([C:14]([F:17])([F:16])[F:15])[CH:11]=[CH:10][C:3]=1[C:4]([N:6]([O:8][CH3:9])[CH3:7])=[O:5])[CH3:19] |f:2.3.4|. Procedure details: To a suspension of 2-chloro-N-methoxy-N-methyl-6-trifluoromethyl-nicotinamide (400 mg, 1.489 mmol) and diethylamine (0.773 ml, 7.44 mmol) in DMF (4 ml) was added K2CO3 (1.02 g, 7.44 mmol). The mixture was stirred for 4 hours at 110° C. The reaction mixture was diluted with EtOAc (30 ml) and then washed two times with 1N-HCl (30 ml) and brine, dried over MgSO4, filtered and concentrated under reduced pressure. The crude residue was chromatographed to yield the 2-diethylamino-N-methoxy-N-methyl-6-... Starting materials: NC(CO)(C)C (2-amino-2-methyl-propan-1-ol), CC=1C=C(C(=O)O)C=C(C1)C1=CC2=NC=CC(=C2O1)C1=CC=CC=C1 (3-Methyl-5-(7-phenyl-furo[3,2-b]pyridin-2-yl)-benzoic acid), Cl.CN(CCCN=C=NCC)C (N-(3-dimethylaminopropyl)-N′-ethylcarbodiimidhydrochlorid), CN1CCOCC1 (4-methylmorpholin). Yield: 41.8%. Run at time 5 minute. The product is OCC(C)(C)NC(C1=CC(=CC(=C1)C1=CC2=NC=CC(=C2O1)C1=CC=CC=C1)C)=O (N-(2-Hydroxy-1,1-dimethyl-ethyl)-3-methyl-5-(7-phenyl-furo[3,2-b]pyridin-2-yl)-benzamide). As a reaction SMILES: [CH3:1][C:2]1[CH:3]=[C:4]([CH:8]=[C:9]([C:11]2[O:19][C:18]3[C:13](=[N:14][CH:15]=[CH:16][C:17]=3[C:20]3[CH:25]=[CH:24][CH:23]=[CH:22][CH:21]=3)[CH:12]=2)[CH:10]=1)[C:5](O)=[O:6].Cl.CN(C)CCCN=C=NCC.CN1CCOCC1.[NH2:45][C:46]([CH3:50])([CH3:49])[CH2:47][OH:48]>CN(C)C=O.O>[OH:48][CH2:47][C:46]([NH:45][C:5](=[O:6])[C:4]1[CH:8]=[C:9]([C:11]2[O:19][C:18]3[C:13](=[N:14][CH:15]=[CH:16][C:17]=3[C:20]3[CH:21]=[CH:22][CH:23]=[CH:24][CH:25]=3)[CH:12]=2)[CH:10]=[C:2]([CH3:1])[CH:3]=1)([CH3:50])[CH3:49] |f:1.2|. Procedure: 3-Methyl-5-(7-phenyl-furo[3,2-b]pyridin-2-yl)-benzoic acid (79 μmol) and N-(3-dimethylaminopropyl)-N′-ethylcarbodiimidhydrochlorid (86,592 μmol) are dissolved in N,N-dimethylformamid (300.00 μl) and 4-methylmorpholin (157.354 μmol) and 1-hydroxybenzotriazolhydrat (86.849 μmol) are added and stirred 5 min at RT. A solution of 2-amino-2-methyl-propan-1-ol (80,000 μmol) in N,N-dimethylformamid (100.00 μl) is added. The mixture is stirred 4.5 h at RT. The reaction solution is poured into water and e... Solvent: CN(C=O)C (N,N-dimethylformamid), O (water), CN(C=O)C (N,N-dimethylformamid).